The task is: describe an organic reaction: reactants, conditions, products, and yield. This data is from the Open Reaction Database (ORD), a public repository of structured organic reaction records. Reactants: COC([C@H](CC1=C(C=C(C=C1)OCC=1N=C(OC1C)C1=C(C=CC=C1)OC)Cl)OCC)=O ((S)-3-{2-chloro-4-[2-(2-methoxy-phenyl)-5-methyl-oxazol-4-ylmethoxy]-phenyl}-2-ethoxy-propionic acid methyl ester), [Li+].[OH-] (LiOH). Yields the product ClC1=C(C=CC(=C1)OCC=1N=C(OC1C)C1=C(C=CC=C1)OC)C[C@@H](C(=O)O)OCC ((S)-3-{2-chloro-4-[2-(2-methoxy-phenyl)-5-methyl-oxazol-4-ylmethoxy]-phenyl}-2-ethoxy-propionic acid). RXN SMILES: C[O:2][C:3](=[O:32])[C@@H:4]([O:29][CH2:30][CH3:31])[CH2:5][C:6]1[CH:11]=[CH:10][C:9]([O:12][CH2:13][C:14]2[N:15]=[C:16]([C:20]3[CH:25]=[CH:24][CH:23]=[CH:22][C:21]=3[O:26][CH3:27])[O:17][C:18]=2[CH3:19])=[CH:8][C:7]=1[Cl:28].[Li+].[OH-]>>[Cl:28][C:7]1[CH:8]=[C:9]([O:12][CH2:13][C:14]2[N:15]=[C:16]([C:20]3[CH:25]=[CH:24][CH:23]=[CH:22][C:21]=3[O:26][CH3:27])[O:17][C:18]=2[CH3:19])[CH:10]=[CH:11][C:6]=1[CH2:5][C@H:4]([O:29][CH2:30][CH3:31])[C:3]([OH:32])=[O:2] |f:1.2|. Procedure: In analogy to the procedure described in example 1 g], (S)-3-{2-chloro-4-[2-(2-methoxy-phenyl)-5-methyl-oxazol-4-ylmethoxy]-phenyl}-2-ethoxy-propionic acid methyl ester was treated with LiOH to obtain (S)-3-{2-chloro-4-[2-(2-methoxy-phenyl)-5-methyl-oxazol-4-ylmethoxy]-phenyl}-2-ethoxy-propionic acid as colorless foam. Starting materials: ClC1=CC=C(C=C1)C1=CC=CC=C1 (4-chlorobiphenyl), C1(CCCCC1)C(=O)Cl (cyclohexanecarbonyl chloride), [N+](=O)([O-])C (nitromethane), [Cl-].[Al+3].[Cl-].[Cl-] (aluminum chloride). Run in O (water). Conditions: temperature 0 celsius, time 3 hour. The product is ClC1=CC=C(C=C1)C1=CC=C(C=C1)C(=O)C1CCCCC1 ((4′-chlorobiphenyl-4-yl)(cyclohexyl)methanone). RXN SMILES: [Cl:1][C:2]1[CH:7]=[CH:6][C:5]([C:8]2[CH:13]=[CH:12][CH:11]=[CH:10][CH:9]=2)=[CH:4][CH:3]=1.[CH:14]1([C:20](Cl)=[O:21])[CH2:19][CH2:18][CH2:17][CH2:16][CH2:15]1.[N+](C)([O-])=O.[Cl-].[Al+3].[Cl-].[Cl-]>O>[Cl:1][C:2]1[CH:3]=[CH:4][C:5]([C:8]2[CH:13]=[CH:12][C:11]([C:20]([CH:14]3[CH2:19][CH2:18][CH2:17][CH2:16][CH2:15]3)=[O:21])=[CH:10][CH:9]=2)=[CH:6][CH:7]=1 |f:3.4.5.6|. Procedure: To a mixture of 4-chlorobiphenyl (1.0 g), cyclohexanecarbonyl chloride (0.788 mL) and nitromethane (10.6 mL) was added aluminum chloride (0.848 g) at 0° C. The reaction mixture was stirred at 0° C. for 3 hr, and water was added at 0° C. The mixture was extracted with ethyl acetate, and the extract was washed with water and saturated brine, and dried over anhydrous magnesium sulfate. The solvent was evaporated under reduced pressure and the residue was purified by silica gel column chromatography... Starting materials: BrC=1C=C2C=CC(=CC2=CC1)OCCN1CCCC1 (1-{2-[(6-bromo-2-naphthyl)oxy]ethyl}pyrrolidine), C(#N)C=1C=C(C=CC1)B(O)O (3-cyanophenylboronic acid), C([O-])([O-])=O.[Na+].[Na+] (sodium carbonate). The reagents and catalysts are Cl[Pd]([P](C1=CC=CC=C1)(C2=CC=CC=C2)C3=CC=CC=C3)([P](C4=CC=CC=C4)(C5=CC=CC=C5)C6=CC=CC=C6)Cl (PdCl2(PPh3)2). Run in C(C)(C)O (isopropanol). Reaction conditions: temperature 85 celsius. The product is N1(CCCC1)CCOC=1C=C2C=CC(=CC2=CC1)C=1C=C(C#N)C=CC1 (3-{6-[2-(1-pyrrolidinyl)ethoxy]-2-naphthyl}benzonitrile). As a reaction SMILES: Br[C:2]1[CH:3]=[C:4]2[C:9](=[CH:10][CH:11]=1)[CH:8]=[C:7]([O:12][CH2:13][CH2:14][N:15]1[CH2:19][CH2:18][CH2:17][CH2:16]1)[CH:6]=[CH:5]2.[C:20]([C:22]1[CH:23]=[C:24](B(O)O)[CH:25]=[CH:26][CH:27]=1)#[N:21].C(=O)([O-])[O-].[Na+].[Na+]>Cl[Pd](Cl)([P](C1C=CC=CC=1)(C1C=CC=CC=1)C1C=CC=CC=1)[P](C1C=CC=CC=1)(C1C=CC=CC=1)C1C=CC=CC=1.C(O)(C)C>[N:15]1([CH2:14][CH2:13][O:12][C:7]2[CH:8]=[C:9]3[C:4](=[CH:5][CH:6]=2)[CH:3]=[C:2]([C:26]2[CH:27]=[C:22]([CH:23]=[CH:24][CH:25]=2)[C:20]#[N:21])[CH:11]=[CH:10]3)[CH2:19][CH2:18][CH2:17][CH2:16]1 |f:2.3.4,^1:39,58|. Procedure: A mixture of the product from Example 37B (35 mg, 0.11 mmol), 3-cyanophenylboronic acid (22 mg, 0.15 mmol), PdCl2(PPh3)2 (4.2 mg, 6 μmol), and isopropanol (0.5 mL) was treated with 2 M aqueous sodium carbonate (80 μL) and heated at 85° C. overnight. The mixture was cooled to room temperature and partitioned between 2 M aqueous NaOH and dichloromethane. The aqueous phase was separated and extracted with dichloromethane. The combined organic phases were filtered through diatomaceous earth, concent... The reactants are C1(=CC=CC=C1)S(=O)(=O)Cl (benzenesulfonyl chloride), COC(C=1C=C(OC=2C=C(C=CC2)N)C=CC1[N+](=O)[O-])OC (3-(3-dimethoxymethyl-4-nitro-phenoxy)phenylamine). Solvent: C1CCOC1 (THF), C1CCOC1 (THF), TEA. Yields the product COC(C=1C=C(OC=2C=C(C=CC2)NS(=O)(=O)C2=CC=CC=C2)C=CC1[N+](=O)[O-])OC (N-[3-(3-Dimethoxymethyl-4-nitro-phenoxy)-phenyl]-benzenesulfonamide). As a reaction SMILES: [CH3:1][O:2][CH:3]([O:21][CH3:22])[C:4]1[CH:5]=[C:6]([CH:15]=[CH:16][C:17]=1[N+:18]([O-:20])=[O:19])[O:7][C:8]1[CH:9]=[C:10]([NH2:14])[CH:11]=[CH:12][CH:13]=1.[C:23]1([S:29](Cl)(=[O:31])=[O:30])[CH:28]=[CH:27][CH:26]=[CH:25][CH:24]=1>C1COCC1>[CH3:22][O:21][CH:3]([O:2][CH3:1])[C:4]1[CH:5]=[C:6]([CH:15]=[CH:16][C:17]=1[N+:18]([O-:20])=[O:19])[O:7][C:8]1[CH:9]=[C:10]([NH:14][S:29]([C:23]2[CH:28]=[CH:27][CH:26]=[CH:25][CH:24]=2)(=[O:31])=[O:30])[CH:11]=[CH:12][CH:13]=1. Procedure: A mixture of 3-(3-dimethoxymethyl-4-nitro-phenoxy)phenylamine (0.013 mol) in THF (100 mL) and TEA (200 mL) was stirred at room temperature and a mixture of benzenesulfonyl chloride (0.013 mol) in THF (50 mL) was added dropwise, then the reaction mixture was stirred overnight at room temperature and again overnight at 60° C. The solvent was evaporated and the residue was stirred in H2O. After extraction with CH2Cl2, the organic layer was separated, dried, filtered off and the solvent was evaporat...